Dataset: the Open Reaction Database (ORD), a public repository of structured organic reaction records. Task: describe an organic reaction: reactants, conditions, products, and yield Starting materials: COS(=O)(=O)OC, CN(C)C=O, O=C(c1oc2ccc(F)cc2c1O)C1CCCCC1, [H-], [Na+], C1CCOC1. The product is COc1c(C(=O)C2CCCCC2)oc2ccc(F)cc12. RXN SMILES: [CH3:22][O:23][S:24]([O:25][CH3:26])(=[O:27])=[O:28].[CH3:34][N:35]([CH3:36])[CH:37]=[O:38].[CH:1]1([C:7](=[O:8])[c:9]2[o:10][c:11]3[c:12]([c:13]2[OH:14])[cH:15][c:16]([F:19])[cH:17][cH:18]3)[CH2:2][CH2:3][CH2:4][CH2:5][CH2:6]1.[H-:20].[Na+:21].[O:29]1[CH2:30][CH2:31][CH2:32][CH2:33]1>>[CH:1]1([C:7](=[O:8])[c:9]2[o:10][c:11]3[c:12]([c:13]2[O:14][CH3:22])[cH:15][c:16]([F:19])[cH:17][cH:18]3)[CH2:2][CH2:3][CH2:4][CH2:5][CH2:6]1. Reactants: C(Cl)(Cl)Cl (chloroform), O=C1C=C(OC=C1C1=CC=CC=C1)C(=O)N (4-oxo-5-phenyl-4H-pyran-2-carboxamide), C1(=CC=CC=C1)P(C1=CC=CC=C1)C1=CC=CC=C1 (triphenylphosphine), Ice, Cl (hydrochloric acid). Run in C(Cl)(Cl)(Cl)Cl (carbon tetrachloride), C(Cl)Cl (methylene chloride), C(C)N(CC)CC (triethylamine). Run at time 4 hour. Product: O=C1C=C(OC=C1C1=CC=CC=C1)C#N (4-Oxo-5-phenyl-4H-pyran-2-carbonitrile). Reaction SMILES: [O:1]=[C:2]1[C:7]([C:8]2[CH:13]=[CH:12][CH:11]=[CH:10][CH:9]=2)=[CH:6][O:5][C:4]([C:14]([NH2:16])=O)=[CH:3]1.C1(P(C2C=CC=CC=2)C2C=CC=CC=2)C=CC=CC=1.Cl.C(Cl)(Cl)Cl>C(Cl)(Cl)(Cl)Cl.C(Cl)Cl.C(N(CC)CC)C>[O:1]=[C:2]1[C:7]([C:8]2[CH:9]=[CH:10][CH:11]=[CH:12][CH:13]=2)=[CH:6][O:5][C:4]([C:14]#[N:16])=[CH:3]1. Procedure details: A suspension of this amide (3.5 g) and triphenylphosphine (8.54 g) in carbon tetrachloride (10 ml), methylene chloride (20 ml) and triethylamine (2.3 ml) was stirred for 4 hours at room temperature. Ice (60 g) and 2 N hydrochloric acid (30 ml) were added, followed by sufficient chloroform to dissolve all the solid material. The solvent layer was washed with water, dried and evaporated, and the residue was crystallised from chloroform-petroleum spirit (60°-80° C.) and then from ethanol to give th...